From a dataset of the Open Reaction Database (ORD), a public repository of structured organic reaction records. describe an organic reaction: reactants, conditions, products, and yield Reactants: COc1ccc(Br)c(OC)c1C(=O)O, CCCN1CCCC1CN, ClC(Cl)Cl. The product is CCCN1CCCC1CNC(=O)c1c(OC)ccc(Br)c1OC. As a reaction SMILES: [Br:1][c:2]1[c:3]([O:13][CH3:14])[c:4]([C:5](=[O:6])[OH:7])[c:8]([O:11][CH3:12])[cH:9][cH:10]1.[CH2:15]([CH2:16][CH3:17])[N:18]1[CH:19]([CH2:23][NH2:24])[CH2:20][CH2:21][CH2:22]1.[Cl:25][CH:26]([Cl:27])[Cl:28]>>[Br:1][c:2]1[c:3]([O:13][CH3:14])[c:4]([C:5](=[O:7])[NH:24][CH2:23][CH:19]2[N:18]([CH2:15][CH2:16][CH3:17])[CH2:22][CH2:21][CH2:20]2)[c:8]([O:11][CH3:12])[cH:9][cH:10]1.